From a dataset of the Open Reaction Database (ORD), a public repository of structured organic reaction records. describe an organic reaction: reactants, conditions, products, and yield Reactants: C(#N)N1[C@H]2[C@@]3(CCC(C[C@@]3(C=3C=C(C=CC3C2)OC)CC1)=O)OC (17-Cyano-3,14-dimethoxymorphinan-6-one), Cl (hydrochloric acid). Yields the product Cl.COC=1C=CC=2C[C@@H]3[C@@]4(CCC(C[C@@]4(C2C1)CCN3)=O)OC (3,14-Dimethoxymorphinan-6-one hydrochloride). As a reaction SMILES: C([N:3]1[CH2:21][CH2:20][C@@:10]23[C:11]4[CH:12]=[C:13]([O:18][CH3:19])[CH:14]=[CH:15][C:16]=4[CH2:17][C@@H:4]1[C@:5]2([O:23][CH3:24])[CH2:6][CH2:7][C:8](=[O:22])[CH2:9]3)#N.[ClH:25]>>[ClH:25].[CH3:19][O:18][C:13]1[CH:14]=[CH:15][C:16]2[CH2:17][C@H:4]3[NH:3][CH2:21][CH2:20][C@@:10]4([C:11]=2[CH:12]=1)[C@@:5]3([O:23][CH3:24])[CH2:6][CH2:7][C:8](=[O:22])[CH2:9]4 |f:2.3|. Procedure details: 3,14-Dimethoxymorphinan-6-one hydrochloride (6b) was prepared by refluxing 17-cyano-3,14-dimethoxymorphinan-6-one (5) (0.385 g, 1.18 mmol) in 25 ml of 2 N hydrochloric acid for 4 hours. The solution was concentrated under reduced pressure to give 0.360 g (91% theory) of (6b) as a white solid which was used without further purification in the preparation of the N-cyclobutyl derivative. Starting materials: ice water, Cl (hydrochloric acid), CN(CCC#N)C (3-(dimethylamino)propionitrile), CC1(NC(CCC1)(C)C)C (2,2,6,6-tetramethylpiperidine), C(CCC)[Li] (n-butyllithium), ice acetone, C(C)N(C(=O)C1=C(OC=C1)C)CC (N,N-diethyl-2-methylfuran-3-carboxamide). The solvent is O1CCCC1 (tetrahydrofuran), CC(=O)C (acetone), O1CCCC1 (tetrahydrofuran). Conditions: time 1 hour. The product is CN(CCC1=CC2=C(C(N1)=O)C=CO2)C (6-[2-(dimethylamino)ethyl]furo[3,2-c]pyridine-4(5H)-one). Yield: 81.7%. Reaction SMILES: CC1(C)CCCC(C)(C)N1.C([Li])CCC.C([N:18]([CH2:27][CH3:28])[C:19]([C:21]1[CH:25]=[CH:24][O:23][C:22]=1[CH3:26])=[O:20])C.[CH3:29][N:30]([CH3:35])[CH2:31]CC#N.Cl>O1CCCC1.CC(C)=O>[CH3:29][N:30]([CH3:35])[CH2:31][CH2:28][C:27]1[NH:18][C:19](=[O:20])[C:21]2[CH:25]=[CH:24][O:23][C:22]=2[CH:26]=1. Reported procedure: To a solution of 2,2,6,6-tetramethylpiperidine (5.1 ml, 30.4 mmole) in dry tetrahydrofuran (60 ml), cooled at -78° C. (dryice/acetone) under an argon atmosphere, was added dropwise n-butyllithium (17.3 ml, 27.6 mmole). After the addition the reaction was warmed to -10° C. (ice/acetone). To this solution was added N,N-diethyl-2-methylfuran-3-carboxamide (5.0 g, 27.6 mmole) in tetrahydrofuran (15 ml). After stirring this mixture for 1.0 hour, 3-(dimethylamino)propionitrile (3.27 ml, 29.0 mmole) wa... Starting materials: CC1=NN2C(N=C(C=C2C2=CC=CC=C2)N)=C1 (2-methyl-7-phenylpyrazolo[1,5-a]pyrimidin-5-amine), COC(=O)C1(CC1)C1=CC=C(C(=O)O)C=C1 (4-(1-(Methoxycarbonyl)cyclopropyl)benzoic acid), O (water), C(C(=O)Cl)(=O)Cl (oxalyl chloride), C(C(=O)Cl)(=O)Cl (oxalyl chloride). Reagents/catalysts: CN(C)C=O (DMF). Solvent: N1=CC=CC=C1 (pyridine), C(Cl)Cl (CH2Cl2). Run at time 2 hour. The product is CC1=NN2C(N=C(C=C2C2=CC=CC=C2)NC(=O)C2=CC=C(C=C2)C2(CC2)C(=O)OC)=C1 (Methyl 1-(4-(2-methyl-7-phenylpyrazolo[1,5-a]pyrimidin-5-ylcarbamoyl)phenyl)cyclopropanecarboxylate). The yield is 24.7%. RXN SMILES: [CH3:1][O:2][C:3]([C:5]1([C:8]2[CH:16]=[CH:15][C:11]([C:12]([OH:14])=O)=[CH:10][CH:9]=2)[CH2:7][CH2:6]1)=[O:4].C(Cl)(=O)C(Cl)=O.[CH3:23][C:24]1[CH:39]=[C:27]2[N:28]=[C:29]([NH2:38])[CH:30]=[C:31]([C:32]3[CH:37]=[CH:36][CH:35]=[CH:34][CH:33]=3)[N:26]2[N:25]=1.O>C(Cl)Cl.CN(C=O)C.N1C=CC=CC=1>[CH3:23][C:24]1[CH:39]=[C:27]2[N:28]=[C:29]([NH:38][C:12]([C:11]3[CH:10]=[CH:9][C:8]([C:5]4([C:3]([O:2][CH3:1])=[O:4])[CH2:6][CH2:7]4)=[CH:16][CH:15]=3)=[O:14])[CH:30]=[C:31]([C:32]3[CH:37]=[CH:36][CH:35]=[CH:34][CH:33]=3)[N:26]2[N:25]=1. Reported procedure: 4-(1-(Methoxycarbonyl)cyclopropyl)benzoic acid (200 mg, 0.91 mmol) was suspended in CH2Cl2 (5 ml). At 0° C., oxalyl chloride (0.50 ml, 1.0 mmol) was then added, followed by 2 drops of DMF. The mixture was warmed to room temperature. After 2 hours, an additional amount of oxalyl chloride (0.15 ml) was added. After the reaction was completed, 2-methyl-7-phenylpyrazolo[1,5-a]pyrimidin-5-amine (10A, 200 mg, 0.91 mmol) in pyridine (5 ml) was added. After the reaction was complete, water was added and... The yield is 55.0%. Product: C(C1=CC=CC=C1)OCCN1C(=NC=2C(=NC(=C(C21)C)C)N)C (1-[2-(benzyloxy)ethyl]-2,6,7-trimethyl-1H-imidazo[4,5-c]pyridin-4-amine). Conditions: temperature 150 celsius. Reported procedure: 1-[2-(Benzyloxy)ethyl]-2,6,7-trimethyl-4-phenoxy-1H-imidazo[4,5-c]pyridine (5.113 g, 13.195 mmol) from Part A and ammonium acetate (51 g) were combined in a dried glass pressure flask under nitrogen. The flask was sealed and heated to 150° C. for 46 hours. The reaction was complete, and the resulting solution was cooled and basified to a pH of about 12 with 1 N potassium hydroxide. The basic solution was extracted with dichloromethane (3×), and the organic layers were combined, washed with water... The reactants are C(C1=CC=CC=C1)OCCN1C(=NC=2C(=NC(=C(C21)C)C)OC2=CC=CC=C2)C (1-[2-(Benzyloxy)ethyl]-2,6,7-trimethyl-4-phenoxy-1H-imidazo[4,5-c]pyridine), C(C)(=O)[O-].[NH4+] (ammonium acetate), [OH-].[K+] (potassium hydroxide). As a reaction SMILES: [CH2:1]([O:8][CH2:9][CH2:10][N:11]1[C:19]2[C:18]([CH3:20])=[C:17]([CH3:21])[N:16]=[C:15](OC3C=CC=CC=3)[C:14]=2[N:13]=[C:12]1[CH3:29])[C:2]1[CH:7]=[CH:6][CH:5]=[CH:4][CH:3]=1.C([O-])(=O)C.[NH4+:34].[OH-].[K+]>>[CH2:1]([O:8][CH2:9][CH2:10][N:11]1[C:19]2[C:18]([CH3:20])=[C:17]([CH3:21])[N:16]=[C:15]([NH2:34])[C:14]=2[N:13]=[C:12]1[CH3:29])[C:2]1[CH:7]=[CH:6][CH:5]=[CH:4][CH:3]=1 |f:1.2,3.4|. The reactants are CC(=O)O, CC(C)(C)OC(=O)N1CCC(C2CO2)C1, Cc1ccccc1, O. The product is CC(C)(C)OC(=O)N1CCC(C(O)CO)C1. RXN SMILES: [C:1]([OH:2])(=[O:3])[CH3:4].[C:5]([CH3:6])([CH3:7])([CH3:8])[O:9][C:10](=[O:11])[N:12]1[CH2:13][CH:14]([CH:17]2[O:18][CH2:19]2)[CH2:15][CH2:16]1.[CH3:21][c:22]1[cH:23][cH:24][cH:25][cH:26][cH:27]1.[OH2:20]>>[OH:3][CH:17]([CH:14]1[CH2:13][N:12]([C:10]([O:9][C:5]([CH3:6])([CH3:7])[CH3:8])=[O:11])[CH2:16][CH2:15]1)[CH2:19][OH:18]. Reactants: CC1COC2(OC3CC4C5CCC6CC(O)CCC6(C)C5C(O)C(O)C4(C)C3C2C)C(Br)C1, CC1COC2(OC3CC4C5CCC6CC(O)CCC6(C)C5C(O)C(OC(=O)C(Cl)(Cl)Cl)C4(C)C3C2C)C(Br)C1, CCO, [Na+], [OH-], O. Yields the product CC1COC2(OC3CC4C5CCC6CC(O)CCC6(C)C5C5OC5C4(C)C3C2C)C(Br)C1. As a reaction SMILES: [Br:1][CH:2]1[CH2:3][CH:4]([CH3:5])[CH2:6][O:7][C:8]12[CH:9]([CH3:10])[CH:11]1[C:12]3([CH3:13])[CH:14]([CH2:15][CH:16]1[O:17]2)[CH:18]1[CH:19]([C:20]2([CH3:21])[CH:22]([CH2:23][CH2:24]1)[CH2:25][CH:26]([OH:27])[CH2:28][CH2:29]2)[CH:30]([OH:31])[CH:32]3[OH:33].[Br:34][CH:35]1[C:36]2([O:37][CH:38]3[CH:39]([CH:40]2[CH3:41])[C:42]2([CH3:67])[CH:43]([O:60][C:61](=[O:62])[C:63]([Cl:64])([Cl:65])[Cl:66])[CH:44]([OH:59])[CH:45]4[C:46]5([CH3:58])[CH2:47][CH2:48][CH:49]([OH:57])[CH2:50][CH:51]5[CH2:52][CH2:53][CH:54]4[CH:55]2[CH2:56]3)[O:68][CH2:69][CH:70]([CH3:72])[CH2:71]1.[CH3:76][CH2:77][OH:78].[Na+:74].[OH-:73].[OH2:75]>>[Br:34][CH:35]1[C:36]2([O:37][CH:38]3[CH:39]([CH:40]2[CH3:41])[C:42]2([CH3:67])[CH:43]4[CH:44]([CH:45]5[C:46]6([CH3:58])[CH2:47][CH2:48][CH:49]([OH:57])[CH2:50][CH:51]6[CH2:52][CH2:53][CH:54]5[CH:55]2[CH2:56]3)[O:60]4)[O:68][CH2:69][CH:70]([CH3:72])[CH2:71]1. Starting materials: FC(C=1C=C(C=CC1)C1CN(C1)C(C1=CC=CC=C1)C1=CC=CC=C1)(F)F (3-(3-(Trifluoromethyl)phenyl)-1-(diphenylmethyl)azetidine), C(C#C)N (propargylamine), C(C)(C)(C)C1=CC=C(C=C1)C1CN(C1)C(=O)NCC=C (3-(4-tert-butylphenyl)-N-(2-propenyl)azetidine-1-carboxamide). Product: FC(C=1C=C(C=CC1)C1CN(C1)C(=O)NCC#C)(F)F (3-(3-(Trifluoromethyl)phenyl)-N-(2-propynyl)azetidine-1-carboxamide). RXN SMILES: [F:1][C:2]([F:27])([F:26])C1C=C(C2CN(C(C3C=CC=CC=3)C3C=CC=CC=3)C2)C=CC=1.C(N)C#C.C([C:36]1[CH:41]=[CH:40][C:39]([CH:42]2[CH2:45][N:44]([C:46]([NH:48][CH2:49][CH:50]=[CH2:51])=[O:47])[CH2:43]2)=[CH:38][CH:37]=1)(C)(C)C>>[F:1][C:2]([F:27])([F:26])[C:41]1[CH:40]=[C:39]([CH:42]2[CH2:43][N:44]([C:46]([NH:48][CH2:49][C:50]#[CH:51])=[O:47])[CH2:45]2)[CH:38]=[CH:37][CH:36]=1. Procedure details: This product was prepared from compound (38) and propargylamine using the procedure described for compound (12). m.p. 121° C.